This data is from the Open Reaction Database (ORD), a public repository of structured organic reaction records. The task is: describe an organic reaction: reactants, conditions, products, and yield Starting materials: O1C2C1CCCCCCCCCCCCCC2 (epoxy-cyclohexadecane), N,N-dimethyl ethylene urea, [Cl-].[Li+] (lithium chloride). The product is C1(CCCCCCCCCCCCCCC1)=O (cyclohexadecanone). Yield: 98.5%. Reaction SMILES: [O:1]1[CH:3]2[CH2:4][CH2:5][CH2:6][CH2:7][CH2:8][CH2:9][CH2:10][CH2:11][CH2:12][CH2:13][CH2:14][CH2:15][CH2:16][CH2:17][CH:2]12.[Cl-].[Li+]>>[C:2]1(=[O:1])[CH2:17][CH2:16][CH2:15][CH2:14][CH2:13][CH2:12][CH2:11][CH2:10][CH2:9][CH2:8][CH2:7][CH2:6][CH2:5][CH2:4][CH2:3]1 |f:1.2|. Reported procedure: 10.5 g of epoxy-cyclohexadecane, 10 g of N,N-dimethyl ethylene urea and 0.5 g of lithium chloride were stirred at 200° C. for 6 hours. With a 100% conversion, a 98.5% yield of cyclohexadecanone was obtained. Reactants: C1(=CC=CC=C1)C=1N=NN(C1)C[Si](C)(C)C (4-phenyl-1-((trimethylsilyl)methyl)-1H-1,2,3-triazole), IC (iodomethane). The solvent is C(C)#N (ACN). Product: [I-].C[N+]1=NN(C=C1C1=CC=CC=C1)C[Si](C)(C)C (3-methyl-4-phenyl-1-((trimethylsilyl)methyl)-1H-1,2,3-triazol-3-ium iodide). As a reaction SMILES: [C:1]1([C:7]2[N:8]=[N:9][N:10]([CH2:12][Si:13]([CH3:16])([CH3:15])[CH3:14])[CH:11]=2)[CH:6]=[CH:5][CH:4]=[CH:3][CH:2]=1.[I:17][CH3:18]>C(#N)C>[I-:17].[CH3:18][N+:8]1[C:7]([C:1]2[CH:2]=[CH:3][CH:4]=[CH:5][CH:6]=2)=[CH:11][N:10]([CH2:12][Si:13]([CH3:16])([CH3:15])[CH3:14])[N:9]=1 |f:3.4|. Reported procedure: 4-phenyl-1-((trimethylsilyl)methyl)-1H-1,2,3-triazole (1.0 g, 4.32 mmol) and iodomethane (5 ml, 80 mmol) were added to a vial. The reaction was heated for 19.5 hours. and 5 mL ACN was added. The reaction was heated for another 2 hours. The precipitate was filtered, rinsed with ether and dried in vacuo overnight. The following 3-methyl-4-phenyl-1-((trimethylsilyl)methyl)-1H-1,2,3-triazol-3-ium iodide structure was confirmed: Starting materials: CC(=O)c1cc2c(c(N)c1Cl)C(C)(C)CC2(C)C, O=N[O-], [Na+], O, O=S(=O)(O)O. Product: CC(=O)c1cc2c(c(O)c1Cl)C(C)(C)CC2(C)C. As a reaction SMILES: [CH3:1][C:2](=[O:3])[c:4]1[cH:5][c:6]2[c:10]([c:11]([NH2:14])[c:12]1[Cl:13])[C:9]([CH3:15])([CH3:16])[CH2:8][C:7]2([CH3:17])[CH3:18].[N:24]([O-:25])=[O:26].[Na+:27].[OH2:28].[S:19]([OH:20])(=[O:21])(=[O:22])[OH:23]>>[CH3:1][C:2](=[O:3])[c:4]1[cH:5][c:6]2[c:10]([c:11]([OH:20])[c:12]1[Cl:13])[C:9]([CH3:15])([CH3:16])[CH2:8][C:7]2([CH3:17])[CH3:18]. Starting materials: CC(C)(C)OC(=O)CCCCCBr, O=C([O-])[O-], [K+], [K+], CN(C)C=O, O, O=c1nc(-c2ccccn2)sc2ccc(O)cc12. Product: CC(C)(C)OC(=O)CCCCCOc1ccc2sc(-c3ccccn3)nc(=O)c2c1. RXN SMILES: [Br:19][CH2:20][CH2:21][CH2:22][CH2:23][CH2:24][C:25](=[O:26])[O:27][C:28]([CH3:29])([CH3:30])[CH3:31].[C:32](=[O:33])([O-:34])[O-:35].[K+:36].[K+:37].[O:38]=[CH:39][N:40]([CH3:41])[CH3:42].[OH2:43].[OH:1][c:2]1[cH:3][cH:4][c:5]2[c:6]([c:7](=[O:17])[n:8][c:9](-[c:11]3[n:12][cH:13][cH:14][cH:15][cH:16]3)[s:10]2)[cH:18]1>>[O:1]([c:2]1[cH:3][cH:4][c:5]2[c:6]([c:7](=[O:17])[n:8][c:9](-[c:11]3[n:12][cH:13][cH:14][cH:15][cH:16]3)[s:10]2)[cH:18]1)[CH2:20][CH2:21][CH2:22][CH2:23][CH2:24][C:25](=[O:26])[O:27][C:28]([CH3:29])([CH3:30])[CH3:31]. The reactants are CC(C)(C)OC(=O)NC(CO)C(=O)O, CCOC(=O)N1c2ccccc2C=CC1OCC, COC(=O)CCC(N)C(=O)OC, CN1CCOCC1, CN(C)C=O, Cl. Product: COC(=O)CCC(NC(=O)C(CO)NC(=O)OC(C)(C)C)C(=O)OC. Reaction SMILES: [C:19]([CH3:20])([CH3:21])([CH3:22])[O:23][C:24](=[O:25])[NH:26][CH:27]([CH2:28][OH:29])[C:30](=[O:31])[OH:32].[CH2:1]([O:2][CH:3]1[CH:4]=[CH:5][c:6]2[c:7]([cH:8][cH:9][cH:10][cH:11]2)[N:12]1[C:13]([O:14][CH2:15][CH3:16])=[O:17])[CH3:18].[CH3:34][O:35][C:36]([CH:37]([NH2:38])[CH2:39][CH2:40][C:41](=[O:42])[O:43][CH3:44])=[O:45].[CH3:46][N:47]1[CH2:48][CH2:49][O:50][CH2:51][CH2:52]1.[CH3:53][N:54]([CH3:55])[CH:56]=[O:57].[ClH:33]>>[C:19]([CH3:20])([CH3:21])([CH3:22])[O:23][C:24](=[O:25])[NH:26][CH:27]([CH2:28][OH:29])[C:30](=[O:32])[NH:38][CH:37]([C:36]([O:35][CH3:34])=[O:45])[CH2:39][CH2:40][C:41](=[O:42])[O:43][CH3:44]. The reactants are N(=O)OCCC(C)C (isopentyl nitrite), C(C1=CC=CC=C1)OC=1C=CC(=C(C1)CC(=O)OC(C)C)N (isopropyl 5-benzyloxy-2-aminophenylactate), C(C)(=O)[O-].[K+] (potassium acetate), C(C)(=O)OC(C)=O (acetic anhydride). The solvent is C1=CC=CC=C1 (benzene), C1=CC=CC=C1 (benzene). Conditions: time 3 hour. Yields the product C(C)(=O)N1N=C(C2=CC(=CC=C12)OCC1=CC=CC=C1)C(=O)OC(C)C (Isopropyl 1-acetyl-5-benzyloxyindazole-3-carboxylate). Isolated yield 70.2%. RXN SMILES: [CH2:1]([O:8][C:9]1[CH:10]=[CH:11][C:12]([NH2:22])=[C:13]([CH2:15][C:16]([O:18][CH:19]([CH3:21])[CH3:20])=[O:17])[CH:14]=1)[C:2]1[CH:7]=[CH:6][CH:5]=[CH:4][CH:3]=1.[C:23]([O-:26])(=O)[CH3:24].[K+].C(OC(=O)C)(=O)C.[N:35](OCCC(C)C)=O>C1C=CC=CC=1>[C:23]([N:22]1[C:12]2[C:13](=[CH:14][C:9]([O:8][CH2:1][C:2]3[CH:3]=[CH:4][CH:5]=[CH:6][CH:7]=3)=[CH:10][CH:11]=2)[C:15]([C:16]([O:18][CH:19]([CH3:20])[CH3:21])=[O:17])=[N:35]1)(=[O:26])[CH3:24] |f:1.2|. Procedure details: To a solution of isopropyl 5-benzyloxy-2-aminophenylactate (13.2 g) in benzene (140 ml) were added potassium acetate (4.33 g) and then acetic anhydride (13.5 g) and the mixture was heated under reflux for 20 minutes. A solution of isopentyl nitrite (7.76 g) in benzene (30 ml) was added dropwise over 5 minutes under reflux and then refluxing was continued for further 3 hours. After allowing to cool to room temperature, insolubles were filtered off with Celite and concentrated under reduced pressu... Starting materials: C1(=CC=C(C=C1)C=O)C=O (1,4-Benzenedialdehyde), CC1=NC2=CC=CC=C2C=C1 (2-methylquinoline), C(C)(=O)OC(C)=O (acetic anhydride). Run in C=1(C(=CC=CC1)C)C (xylene), petroleum ether. The product is N1=C(C=CC2=CC=CC=C12)C=CC1=CC=C(C=O)C=C1 (4-[2-(2-quinolinyl)ethenyl]benzaldehyde). The yield is 35.0%. Reaction SMILES: [C:1]1([CH:9]=O)[CH:6]=[CH:5][C:4]([CH:7]=[O:8])=[CH:3][CH:2]=1.[CH3:11][C:12]1[CH:21]=[CH:20][C:19]2[C:14](=[CH:15][CH:16]=[CH:17][CH:18]=2)[N:13]=1.C(OC(=O)C)(=O)C>C1(C)C(C)=CC=CC=1>[N:13]1[C:14]2[C:19](=[CH:18][CH:17]=[CH:16][CH:15]=2)[CH:20]=[CH:21][C:12]=1[CH:11]=[CH:9][C:1]1[CH:2]=[CH:3][C:4]([CH:7]=[O:8])=[CH:5][CH:6]=1. Reported procedure: 1,4-Benzenedialdehyde (30 g, 0.22 mol), 2-methylquinoline (21 g, 0.15 mol) and acetic anhydride (41.5 ml, 0.40 mol) were dissolved in 160 ml of xylene. The resulting mixture was refluxed for 7 hours. After the mixture was allowed to cool down to room temperature, it was added to 200 ml of petroleum ether which had been warmed to 40-60° C. The resulting precipitate was filtered off. The mother liquor was concentrated and the crude product so obtained was recrystallized twice from etnanol, whereby...